This data is from the Open Reaction Database (ORD), a public repository of structured organic reaction records. The task is: describe an organic reaction: reactants, conditions, products, and yield Reactants: CC1CC(=O)NN=C1c1ccc2nc(-c3ccc([N+](=O)[O-])o3)[nH]c2c1, CO. Yields the product CC1CC(=O)NN=C1c1ccc2nc(-c3ccc(N)o3)[nH]c2c1. Reaction SMILES: [CH3:1][CH:2]1[CH2:3][C:4](=[O:25])[NH:5][N:6]=[C:7]1[c:8]1[cH:9][c:10]2[c:11]([n:12][c:13](-[c:15]3[o:16][c:17]([N+:20]([O-:21])=[O:22])[cH:18][cH:19]3)[nH:14]2)[cH:23][cH:24]1.[CH3:26][OH:27]>>[CH3:1][CH:2]1[CH2:3][C:4](=[O:25])[NH:5][N:6]=[C:7]1[c:8]1[cH:9][c:10]2[c:11]([n:12][c:13](-[c:15]3[o:16][c:17]([NH2:20])[cH:18][cH:19]3)[nH:14]2)[cH:23][cH:24]1. Starting materials: CNCc1ccc(C(=O)Nc2nc3c(OC)ccc(N4CCOCC4)c3s2)cc1, CC(=O)Cl. Product: COc1ccc(N2CCOCC2)c2sc(NC(=O)c3ccc(CN(C)C(C)=O)cc3)nc12. As a reaction SMILES: [CH3:1][O:2][c:3]1[cH:4][cH:5][c:6]([N:24]2[CH2:25][CH2:26][O:27][CH2:28][CH2:29]2)[c:7]2[c:8]1[n:9][c:10]([NH:12][C:13]([c:14]1[cH:15][cH:16][c:17]([CH2:20][NH:21][CH3:22])[cH:18][cH:19]1)=[O:23])[s:11]2.[CH3:30][C:31]([Cl:32])=[O:33]>>[CH3:1][O:2][c:3]1[cH:4][cH:5][c:6]([N:24]2[CH2:25][CH2:26][O:27][CH2:28][CH2:29]2)[c:7]2[c:8]1[n:9][c:10]([NH:12][C:13]([c:14]1[cH:15][cH:16][c:17]([CH2:20][N:21]([CH3:22])[C:31]([CH3:30])=[O:33])[cH:18][cH:19]1)=[O:23])[s:11]2. The reactants are COC=1C=C2C=CC(=NC2=CC1)C#N (6-Methoxy-quinoline-2-carbonitrile), [OH-].[Na+] (NaOH), CO (methanol). Conditions: temperature 120 celsius. Yields the product COC=1C=C2C=CC(=NC2=CC1)C(=O)O (6-Methoxy-quinoline-2-carboxylic acid). RXN SMILES: [CH3:1][O:2][C:3]1[CH:4]=[C:5]2[C:10](=[CH:11][CH:12]=1)[N:9]=[C:8]([C:13]#N)[CH:7]=[CH:6]2.[OH-:15].[Na+].C[OH:18]>>[CH3:1][O:2][C:3]1[CH:4]=[C:5]2[C:10](=[CH:11][CH:12]=1)[N:9]=[C:8]([C:13]([OH:18])=[O:15])[CH:7]=[CH:6]2 |f:1.2|. Procedure details: 6-Methoxy-quinoline-2-carbonitrile (9.3 g, 0.050 mol) in 96 ml methanol was treated with 240 ml of 20% NaOH and the mixture was heated to 120° C. in a sealed tube overnight. After cooling to 0° C. a precipitate appeared. The mixture was filtered to get a sodium salt that was suspended in water. HCl 25% was added until pH 3-4 to get the acid as a precipitate that was filtered and dried under vacuum. The mother liquid of the first filtration was acidified with HCl 25% until pH 3-4 until a precipit... Starting materials: C(CCC)C1=NC2=CC=C(C=C2C(N1CC1=CC=C(C=C1)C=1C(=CC=CC1)C#N)=O)C1=NN=NN1CCCCC=C (4'-[[2-butyl-6-[1-(5-hexenyl)-1H-tetrazol-5-yl]-4-oxo-3(4H)-quinazolinyl]methyl][1,1'-biphenyl]-2-carbonitrile). Run in C1(=CC=CC=C1)OC1=CC=CC=C1 (diphenylether), 1L, hexanes. Product: C(CCC)C1=NC2=CC=C(C=C2C(N1CC1=CC=C(C=C1)C=1C(=CC=CC1)C#N)=O)C1=NN2C(CCCC2)C1 (4'-[[2-Butyl-6-(3,3a,4,5,6,7-hexahydro-pyrazolo-[1,5-a]pyridin-2-yl)-4-oxo-3(4H)-quinazolinyl]-methyl][1,1'-biphenyl]-2-carbonitrile). Isolated yield 81.6%. RXN SMILES: [CH2:1]([C:5]1[N:14]([CH2:15][C:16]2[CH:21]=[CH:20][C:19]([C:22]3[C:23]([C:28]#[N:29])=[CH:24][CH:25]=[CH:26][CH:27]=3)=[CH:18][CH:17]=2)[C:13](=[O:30])[C:12]2[C:7](=[CH:8][CH:9]=[C:10]([C:31]3[N:35](CCCCC=C)[N:34]=NN=3)[CH:11]=2)[N:6]=1)[CH2:2][CH2:3][CH3:4]>C1(OC2C=CC=CC=2)C=CC=CC=1>[CH2:1]([C:5]1[N:14]([CH2:15][C:16]2[CH:21]=[CH:20][C:19]([C:22]3[C:23]([C:28]#[N:29])=[CH:24][CH:25]=[CH:26][CH:27]=3)=[CH:18][CH:17]=2)[C:13](=[O:30])[C:12]2[C:7](=[CH:8][CH:9]=[C:10]([C:31]3[CH2:11][CH:12]4[CH2:7][CH2:8][CH2:9][CH2:10][N:34]4[N:35]=3)[CH:11]=2)[N:6]=1)[CH2:2][CH2:3][CH3:4]. Procedure details: A mixture of 5.43 g of 4'-[[2-butyl-6-[1-(5-hexenyl)-1H-tetrazol-5-yl]-4-oxo-3(4H)-quinazolinyl]methyl][1,1'-biphenyl]-2-carbonitrile in 100 ml of diphenylether is heated for 3 hours. The reaction mixture is cooled to room temperature and diluted with 1L of hexanes. The oily compound is separated from the hexanes-diphenylether mixture and purified by column chromatography on silica gel by eution with 75% ethyl acetate-hexanes to give 2.1 g of the desired product as solid. Reactants: E2, O(C1=CC=CC=C1)C1=CC=C(C=C1)CO ((4-phenoxyphenyl)methanol), ClC1=NC(N2C(N(CCC2)C)=C1)=O (8-chloro-1-methyl-3,4-dihydro-1H-pyrimido[1,6-a]pyrimidin-6(2H)-one). The product is CN1C=2N(CCC1)C(N=C(C2)OCC2=CC=C(C=C2)OC2=CC=CC=C2)=O (1-methyl-8-((4-phenoxybenzyl)oxy)-3,4-dihydro-1H-pyrimido[1,6-a]pyrimidin-6(2H)-one). Reaction SMILES: [O:1]([C:8]1[CH:13]=[CH:12][C:11]([CH2:14][OH:15])=[CH:10][CH:9]=1)[C:2]1[CH:7]=[CH:6][CH:5]=[CH:4][CH:3]=1.Cl[C:17]1[CH:27]=[C:21]2[N:22]([CH3:26])[CH2:23][CH2:24][CH2:25][N:20]2[C:19](=[O:28])[N:18]=1>>[CH3:26][N:22]1[CH2:23][CH2:24][CH2:25][N:20]2[C:19](=[O:28])[N:18]=[C:17]([O:15][CH2:14][C:11]3[CH:10]=[CH:9][C:8]([O:1][C:2]4[CH:7]=[CH:6][CH:5]=[CH:4][CH:3]=4)=[CH:13][CH:12]=3)[CH:27]=[C:21]12. Reported procedure: The title compound or its salt was prepared by a procedure similar to that described for E2 starting from (4-phenoxyphenyl)methanol and 8-chloro-1-methyl-3,4-dihydro-1H-pyrimido[1,6-a]pyrimidin-6(2H)-one. Reactants: ClC1=C(C=C(C=C1)N=C=O)C(F)(F)F (4-Chloro-3-trifluoromethyl-phenyl isocyanate), NC1=CC=C(OC2=C(C(=NC=C2)N)[N+](=O)[O-])C=C1 (4-(4-Aminophenoxy)-3-nitropyridin-2-amine). Solvent: C(Cl)Cl (DCM), C(Cl)Cl (DCM), C(Cl)Cl (DCM). Reaction conditions: temperature 0 celsius, time 20 hour. The product is NC1=NC=CC(=C1[N+](=O)[O-])OC1=CC=C(C=C1)NC(=O)NC1=CC(=C(C=C1)Cl)C(F)(F)F (1-(4-(2-Amino-3-nitropyridin-4-yl-oxy)phenyl)-3-(4-chloro-3-(trifluoromethyl)phenyl)urea). Isolated yield 74.4%. As a reaction SMILES: [NH2:1][C:2]1[CH:18]=[CH:17][C:5]([O:6][C:7]2[CH:12]=[CH:11][N:10]=[C:9]([NH2:13])[C:8]=2[N+:14]([O-:16])=[O:15])=[CH:4][CH:3]=1.[Cl:19][C:20]1[CH:25]=[CH:24][C:23]([N:26]=[C:27]=[O:28])=[CH:22][C:21]=1[C:29]([F:32])([F:31])[F:30]>C(Cl)Cl>[NH2:13][C:9]1[C:8]([N+:14]([O-:16])=[O:15])=[C:7]([O:6][C:5]2[CH:17]=[CH:18][C:2]([NH:1][C:27]([NH:26][C:23]3[CH:24]=[CH:25][C:20]([Cl:19])=[C:21]([C:29]([F:31])([F:30])[F:32])[CH:22]=3)=[O:28])=[CH:3][CH:4]=2)[CH:12]=[CH:11][N:10]=1. Procedure details: Method H3 (in DCM). 4-(4-Aminophenoxy)-3-nitropyridin-2-amine (170 mg, 0.69 mmol) was dissolved in dry DCM (5 mL) and cooled to 0° C. 4-Chloro-3-trifluoromethyl-phenyl isocyanate (153 mg, 0.69 mg) was dissolved in dry DCM (3 mL) and was added dropwise to the cooled solution. The reaction mixture was allowed to warm at room temperature and was stirred for 20 hours under argon. The resulting precipitate was recovered by filtration, washed with more DCM and dried, to afford the title compound (240 ... Reactants: CC(=O)O, CN1CCNCC1, ClCCl, ClCCCl, Cc1ccc(C(=O)NC2CC2)cc1-n1ncc(C(=O)c2cccc(C=O)c2)c1N, [Na+], [OH-]. The product is Cc1ccc(C(=O)NC2CC2)cc1-n1ncc(C(=O)c2cccc(CN3CCN(C)CC3)c2)c1N. Reaction SMILES: [C:37]([OH:38])(=[O:39])[CH3:40].[CH3:30][N:31]1[CH2:32][CH2:33][NH:34][CH2:35][CH2:36]1.[Cl:43][CH2:44][Cl:45].[Cl:46][CH2:47][CH2:48][Cl:49].[NH2:1][c:2]1[c:3]([C:20]([c:21]2[cH:22][c:23]([CH:27]=[O:28])[cH:24][cH:25][cH:26]2)=[O:29])[cH:4][n:5][n:6]1-[c:7]1[cH:8][c:9]([C:10](=[O:11])[NH:12][CH:13]2[CH2:14][CH2:15]2)[cH:16][cH:17][c:18]1[CH3:19].[Na+:42].[OH-:41]>>[NH2:1][c:2]1[c:3]([C:20]([c:21]2[cH:22][c:23]([CH2:27][N:34]3[CH2:33][CH2:32][N:31]([CH3:30])[CH2:36][CH2:35]3)[cH:24][cH:25][cH:26]2)=[O:29])[cH:4][n:5][n:6]1-[c:7]1[cH:8][c:9]([C:10](=[O:11])[NH:12][CH:13]2[CH2:14][CH2:15]2)[cH:16][cH:17][c:18]1[CH3:19].